The task is: describe an organic reaction: reactants, conditions, products, and yield. This data is from the Open Reaction Database (ORD), a public repository of structured organic reaction records. Reactants: ClC1=C2C(=NC=C1F)NC=C2 (4-chloro-5-fluoro-1H-pyrrolo[2,3-b]pyridine), IN1C(CCC1=O)=O (N-iodosuccinimide). The solvent is CN(C=O)C (N,N-dimethylformamide). Yields the product ClC1=C2C(=NC=C1F)NC=C2I (4-chloro-5-fluoro-3-iodo-1H-pyrrolo[2,3-b]pyridine). RXN SMILES: [Cl:1][C:2]1[C:7]([F:8])=[CH:6][N:5]=[C:4]2[NH:9][CH:10]=[CH:11][C:3]=12.[I:12]N1C(=O)CCC1=O>CN(C)C=O>[Cl:1][C:2]1[C:7]([F:8])=[CH:6][N:5]=[C:4]2[NH:9][CH:10]=[C:11]([I:12])[C:3]=12. Procedure: To a solution of 4-chloro-5-fluoro-1H-pyrrolo[2,3-b]pyridine (1.8 g, 10.5 mmol) in N,N-dimethylformamide (25 mL) at 0° C. was added N-iodosuccinimide (2.37 g, 10.55 mmol). The mixture was slowly brought to room temperature, quenched with brine and extracted with ethyl acetate (twice). The organic phase was concentrated and purified by column chromatography (silica gel, 30% ethyl acetate in hexane) to afford the title compound. MS (ESI+) m/z 297 (M+H)+. Product: COc1cc(C(=O)c2c(N(C)C)sc3cc(OCc4ccccc4)ccc23)ccc1CN1CCCC1. Reaction SMILES: [CH2:1]([c:2]1[cH:3][cH:4][cH:5][cH:6][cH:7]1)[O:8][c:9]1[cH:10][cH:11][c:12]2[c:13]([s:14][c:15]([N:17]([CH3:18])[CH3:19])[cH:16]2)[cH:20]1.[CH3:21][O:22][c:23]1[cH:24][c:25]([C:26](=[O:27])[Cl:28])[cH:29][cH:30][c:31]1[CH2:32][N:33]1[CH2:34][CH2:35][CH2:36][CH2:37]1.[Cl:40][c:41]1[cH:42][cH:43][cH:44][cH:45][cH:46]1.[Na+:39].[OH-:38]>>[CH2:1]([c:2]1[cH:3][cH:4][cH:5][cH:6][cH:7]1)[O:8][c:9]1[cH:10][cH:11][c:12]2[c:13]([s:14][c:15]([N:17]([CH3:18])[CH3:19])[c:16]2[C:26]([c:25]2[cH:24][c:23]([O:22][CH3:21])[c:31]([CH2:32][N:33]3[CH2:34][CH2:35][CH2:36][CH2:37]3)[cH:30][cH:29]2)=[O:27])[cH:20]1. Reactants: CN(C)c1cc2ccc(OCc3ccccc3)cc2s1, COc1cc(C(=O)Cl)ccc1CN1CCCC1, Clc1ccccc1, [Na+], [OH-]. Starting materials: CN(C)C=O, N#Cc1cnc2c(sc3ccc([N+](=O)[O-])cc32)c1Cl, [H-], Nc1ccc(Cl)cc1Cl, [Na+]. The product is N#Cc1cnc2c(sc3ccc([N+](=O)[O-])cc32)c1Nc1ccc(Cl)cc1Cl. RXN SMILES: [CH3:31][N:32]([CH3:33])[CH:34]=[O:35].[Cl:12][c:13]1[c:14]2[c:15]([n:16][cH:17][c:18]1[C:19]#[N:20])[c:21]1[c:22]([s:23]2)[cH:24][cH:25][c:26]([N+:28](=[O:29])[O-:30])[cH:27]1.[H-:1].[NH2:3][c:4]1[cH:5][cH:6][c:7]([Cl:8])[cH:9][c:10]1[Cl:11].[Na+:2]>>[NH:3]([c:4]1[cH:5][cH:6][c:7]([Cl:8])[cH:9][c:10]1[Cl:11])[c:13]1[c:14]2[c:15]([n:16][cH:17][c:18]1[C:19]#[N:20])[c:21]1[c:22]([s:23]2)[cH:24][cH:25][c:26]([N+:28](=[O:29])[O-:30])[cH:27]1. Starting materials: COC(=O)[C@H]1N(C[C@@H](C1)S(=O)(=O)C)C(CC(C)=O)=O ((2S,4R)-4-methanesulfonyl-1-(3-oxo-butyryl)-pyrrolidine-2-carboxylic acid methyl ester), COC=1C=CC(=CC1)P2(=S)SP(=S)(S2)C=3C=CC(=CC3)OC (Lawesson's reagent). Product: COC(=O)[C@H]1N(C[C@@H](C1)S(=O)(=O)C)C(CC(C)=O)=S ((2S,4R)-4-M ethanesulfonyl-1-(3-oxo-thiobutyryl)-pyrrolidine-2-carboxylic acid Methyl Ester). Reaction SMILES: [CH3:1][O:2][C:3]([C@@H:5]1[CH2:9][C@@H:8]([S:10]([CH3:13])(=[O:12])=[O:11])[CH2:7][N:6]1[C:14](=O)[CH2:15][C:16](=[O:18])[CH3:17])=[O:4].COC1C=CC(P2(SP(C3C=CC(OC)=CC=3)(=S)S2)=[S:29])=CC=1>>[CH3:1][O:2][C:3]([C@@H:5]1[CH2:9][C@@H:8]([S:10]([CH3:13])(=[O:12])=[O:11])[CH2:7][N:6]1[C:14](=[S:29])[CH2:15][C:16](=[O:18])[CH3:17])=[O:4]. Procedure details: In analogy to the procedure described in example 192 g, (2S,4R)-4-methanesulfonyl-1-(3-oxo-butyryl)-pyrrolidine-2-carboxylic acid methyl ester was reacted with Lawesson's reagent to give the title compound as brown solid. MS (ESI): m/z=308.4 [M+H]+. The reactants are ClC1=CC=C(C=C1)CC(=O)O (4-chlorophenyl acetic acid), O (water), ClC1=CC=C(C=C1)CC(=O)O (4-chlorophenyl acetic acid), BrBr (bromine). Solvent: ClC1=CC=CC=C1 (chlorobenzene). Conditions: temperature 105 celsius. Product: BrC(C(=O)O)C1=CC=C(C=C1)Cl (bromo-(4-chloro-phenyl)acetic acid), solution. Yield: 50.0%. Reaction SMILES: [Cl:1][C:2]1[CH:7]=[CH:6][C:5]([CH2:8][C:9]([OH:11])=[O:10])=[CH:4][CH:3]=1.[Br:12]Br.O>ClC1C=CC=CC=1>[Br:12][CH:8]([C:5]1[CH:4]=[CH:3][C:2]([Cl:1])=[CH:7][CH:6]=1)[C:9]([OH:11])=[O:10]. Procedure: In a stirred reactor with reflux condenser (connected to a caustic scrubber) 171 g 4-chlorophenyl acetic acid are pre-charged in 750 g chlorobenzene and 41 g phosphortrichloride (0.3 Mol) are added. The mixture is heated to 100-110° C. and 280 g bromine (1.75 mole) are added within 1 hour through a dropping funnel. The reaction mixture is stirred for another 3-4 hour at 110-115° C. until the conversion of the 4-chlorophenyl acetic acid is complete (control by LC). The reaction mixture is cooled ... Reactants: C(C)OC(=O)C1(CC1)NC(=O)C=1C(=C2C=C(C(N(C2=C(N1)C=1C=NC=CC1)CC1=CC=CC=C1)=O)C1=CC=CC=C1)O (1-[(1-benzyl-5-hydroxy-2-oxo-3-phenyl-8-pyridin-3-yl-1,2-dihydro-[1,7]naphthyridine-6-carbonyl)-amino]-cyclopropanecarboxylic acid ethyl ester), [OH-].[Na+] (NaOH), CO (MeOH), C1CCOC1 (THF). Run in C(=O)(O)[O-].[Na+] (NaHCO3). Conditions: time 16 hour. Product: C(C1=CC=CC=C1)N1C(C(=CC2=C(C(=NC(=C12)C=1C=NC=CC1)C(=O)NC1(CC1)C(=O)O)O)C1=CC=CC=C1)=O (1-[(1-Benzyl-5-hydroxy-2-oxo-3-phenyl-8-pyridin-3-yl-1,2-dihydro-[1,7]naphthyridine-6-carbonyl)-amino]-cyclopropanecarboxylic acid). The yield is 56.8%. As a reaction SMILES: C([O:3][C:4]([C:6]1([NH:9][C:10]([C:12]2[C:13]([OH:42])=[C:14]3[C:19](=[C:20]([C:22]4[CH:23]=[N:24][CH:25]=[CH:26][CH:27]=4)[N:21]=2)[N:18]([CH2:28][C:29]2[CH:34]=[CH:33][CH:32]=[CH:31][CH:30]=2)[C:17](=[O:35])[C:16]([C:36]2[CH:41]=[CH:40][CH:39]=[CH:38][CH:37]=2)=[CH:15]3)=[O:11])[CH2:8][CH2:7]1)=[O:5])C.[OH-].[Na+].CO.C1COCC1>C([O-])(O)=O.[Na+]>[CH2:28]([N:18]1[C:19]2[C:14](=[C:13]([OH:42])[C:12]([C:10]([NH:9][C:6]3([C:4]([OH:5])=[O:3])[CH2:7][CH2:8]3)=[O:11])=[N:21][C:20]=2[C:22]2[CH:23]=[N:24][CH:25]=[CH:26][CH:27]=2)[CH:15]=[C:16]([C:36]2[CH:41]=[CH:40][CH:39]=[CH:38][CH:37]=2)[C:17]1=[O:35])[C:29]1[CH:34]=[CH:33][CH:32]=[CH:31][CH:30]=1 |f:1.2,5.6|. Procedure details: A mixture of 1-[(1-benzyl-5-hydroxy-2-oxo-3-phenyl-8-pyridin-3-yl-1,2-dihydro-[1,7]naphthyridine-6-carbonyl)-amino]-cyclopropanecarboxylic acid ethyl ester (24 mg, 0.043 mmol), 2 M NaOH (3 mL), MeOH (3 mL) and THF (3 mL) was stirred at r.t. for 16 h, then concentrated to approximately one-third of its original volume. 1 M HCl was added to acidify the mixture, and the resulting suspension was extracted with EtOAc. The organic layer was dried over MgSO4 and concentrated. The crude product was puri...